This data is from the Open Reaction Database (ORD), a public repository of structured organic reaction records. The task is: describe an organic reaction: reactants, conditions, products, and yield Reactants: C=CCc1cccc2ccc(=O)oc12, C1COCCO1, O=[Os](=O)(=O)=O, O. The product is O=CCc1cccc2ccc(=O)oc12. RXN SMILES: [CH2:1]([CH:2]=[CH2:3])[c:4]1[cH:5][cH:6][cH:7][c:8]2[cH:9][cH:10][c:11](=[O:14])[o:12][c:13]12.[O:15]1[CH2:16][CH2:17][O:18][CH2:19][CH2:20]1.[O:22]=[Os:23](=[O:24])(=[O:25])=[O:26].[OH2:21]>>[CH2:1]([CH:2]=[O:15])[c:4]1[cH:5][cH:6][cH:7][c:8]2[cH:9][cH:10][c:11](=[O:14])[o:12][c:13]12. Starting materials: COC(=O)[C@H]1C[C@@H]2N(CCNC2=O)C1 ((7S,8aS)-7-methoxycarbonyl-1,2,3,4,6,7,8,8 a-octahydro-pyrrolo[1,2-a]pyrazin-1-one), [H-].[Al+3].[Li+].[H-].[H-].[H-] (lithium aluminum hydride). The solvent is C1CCOC1 (THF), C1CCOC1 (THF). Conditions: time 1 hour. Yields the product OC[C@H]1C[C@@H]2N(CCNC2)C1 ((7S,8aS)-7-hydroxymethyl-1,2,3,4,6,7,8,8a-octahydro-pyrrolo[1,2-a]pyrazine). Yield: 101.4%. As a reaction SMILES: C[O:2][C:3]([C@@H:5]1[CH2:14][N:8]2[CH2:9][CH2:10][NH:11][C:12](=O)[C@@H:7]2[CH2:6]1)=O.[H-].[Al+3].[Li+].[H-].[H-].[H-]>C1COCC1>[OH:2][CH2:3][C@@H:5]1[CH2:14][N:8]2[CH2:9][CH2:10][NH:11][CH2:12][C@@H:7]2[CH2:6]1 |f:1.2.3.4.5.6|. Procedure: A solution of 1.75 g (8.84 mmol) of (7S,8aS)-7-methoxycarbonyl-1,2,3,4,6,7,8,8 a-octahydro-pyrrolo[1,2-a]pyrazin-1-one (Preparation 11) in 100 mL of THF was added dropwise to a suspension of 0.67 g (18 mmol) of lithium aluminum hydride in 100 mL of refluxing THF. After stirring for 1 h, the solution was cooled and carefully quenched with 0.67 mL of water, 0.67 mL of 15% sodium hydroxide, and 2.0 mL of water. The precipitate was filtered and the filtrate was concentrated to give 1.4 g of (7S,8aS)... The reactants are ClC=1C=C(CN2CC(OCC2)CN)C=CC1Cl ([4-(3,4-Dichlorobenzyl)morpholin-2-yl]methylamine), ClC1=CC=C(C=C1)CC(=O)O ((4-chlorophenyl)acetic acid). The product is ClC1=CC=C(C=C1)CC(=O)NCC1CN(CCO1)CC1=CC(=C(C=C1)Cl)Cl (2-(4-Chlorophenyl)-N-{[4-(3,4-dichlorobenzyl)morpholin-2-yl]methyl}acetamide). Yield: 75.8%. As a reaction SMILES: [Cl:1][C:2]1[CH:3]=[C:4]([CH:14]=[CH:15][C:16]=1[Cl:17])[CH2:5][N:6]1[CH2:11][CH2:10][O:9][CH:8]([CH2:12][NH2:13])[CH2:7]1.[Cl:18][C:19]1[CH:24]=[CH:23][C:22]([CH2:25][C:26](O)=[O:27])=[CH:21][CH:20]=1>>[Cl:18][C:19]1[CH:24]=[CH:23][C:22]([CH2:25][C:26]([NH:13][CH2:12][CH:8]2[O:9][CH2:10][CH2:11][N:6]([CH2:5][C:4]3[CH:14]=[CH:15][C:16]([Cl:17])=[C:2]([Cl:1])[CH:3]=3)[CH2:7]2)=[O:27])=[CH:21][CH:20]=1. Procedure details: Example 11 was prepared in an analogous manner to Example 1 using a mixture of Intermediate 1 (0.028 g) and (4-chlorophenyl)acetic acid (0.019 g) to give the title compound (0.033 g). Starting materials: S(C1=CC=CC(=C1)CC)C. The reagents and catalysts are O1B(OC(C)(C)C1(C)C)B2OC(C)(C)C(O2)(C)C, N=1C=CC(=CC1C=2N=CC=C(C2)C)C, C[OH2+].C[OH2+].C1CC=CCCC=C1.C1CC=CCCC=C1.[Ir].[Ir]. Run in C=1C=C(C=CC1C)C. Reaction conditions: temperature 55 celsius, time 24 hour. Product: O1B(OC(C)(C)C1(C)C)C2=CC(SC)=CC(=C2)CC. Yield: 74.0%. Procedure details: Yield: A mixture of ortho- and meta-borylated products (103 mg, 74% yield, ortho/meta + para = <0.01); meta-Isomer 5k was obtained by further purification by GPC (93 mg, 67% yield), colorless oil; Starting materials: CC(=O)O, Cl, COC(=O)CCCCC(Cc1ccc(-n2ccnc2)cc1)C1=C(C)C(=O)C(C)=C(C)C1=O. The product is CC1=C(C)C(=O)C(C(CCCCC(=O)O)Cc2ccc(-n3ccnc3)cc2)=C(C)C1=O. RXN SMILES: [CH3:34][C:35](=[O:36])[OH:37].[ClH:33].[n:1]1(-[c:6]2[cH:7][cH:8][c:9]([CH2:10][CH:11]([CH2:12][CH2:13][CH2:14][CH2:15][C:16](=[O:17])[O:18][CH3:19])[C:20]3=[C:25]([CH3:26])[C:24](=[O:27])[C:23]([CH3:28])=[C:22]([CH3:29])[C:21]3=[O:30])[cH:31][cH:32]2)[cH:2][n:3][cH:4][cH:5]1>>[n:1]1(-[c:6]2[cH:7][cH:8][c:9]([CH2:10][CH:11]([CH2:12][CH2:13][CH2:14][CH2:15][C:16](=[O:17])[OH:18])[C:20]3=[C:25]([CH3:26])[C:24](=[O:27])[C:23]([CH3:28])=[C:22]([CH3:29])[C:21]3=[O:30])[cH:31][cH:32]2)[cH:2][n:3][cH:4][cH:5]1. Reactants: COC=1CCCCC(N1)CC=CC1=CC=C(O1)C(=O)OC (methyl 5-[3-(3,4,5,6-tetrahydro-7-methoxy-2H-azepin-2-yl)-1-propenyl]furan-2-carboxylate), [Cl-].[NH4+] (ammonium chloride). The product is Cl.N=C1CCCCC(N1)CC=CC1=CC=C(O1)C(=O)OC (methyl 5-[3-(hexahydro-7-imino-1H-azepin-2-yl)-1-propenyl]furan-2-carboxylate, monohydrochloride). As a reaction SMILES: CO[C:3]1[CH2:4][CH2:5][CH2:6][CH2:7][CH:8]([CH2:10][CH:11]=[CH:12][C:13]2[O:17][C:16]([C:18]([O:20][CH3:21])=[O:19])=[CH:15][CH:14]=2)[N:9]=1.[Cl-:22].[NH4+:23]>>[ClH:22].[NH:23]=[C:3]1[NH:9][CH:8]([CH2:10][CH:11]=[CH:12][C:13]2[O:17][C:16]([C:18]([O:20][CH3:21])=[O:19])=[CH:15][CH:14]=2)[CH2:7][CH2:6][CH2:5][CH2:4]1 |f:1.2,3.4|. Procedure: The product of Example 178 is reacted with ammonium chloride by the method of Example 5 to generate the title compound. Reactants: Cl (hydrochloric acid), O1C(CCCC1)OC1=CC=C(C=C1)N1CCC(CC1)CC=1OC2=C(C1)C=C(C=C2)C(F)(F)F (1-[4-(tetrahydropyran-2-yloxy)phenyl]-4-(5-trifluoromethylbenzofuran-2-ylmethyl)piperidine), C(O)([O-])=O.[Na+] (sodium hydrogen carbonate). Solvent: C(C)O (ethanol). Conditions: temperature 80 celsius, time 1 hour. Yields the product FC(C=1C=CC2=C(C=C(O2)CC2CCN(CC2)C2=CC=C(C=C2)O)C1)(F)F (4-[4-(5-trifluoromethylbenzofuran-2-ylmethyl)piperidin-1-yl]phenol), compound. As a reaction SMILES: Cl.O1CCCCC1[O:8][C:9]1[CH:14]=[CH:13][C:12]([N:15]2[CH2:20][CH2:19][CH:18]([CH2:21][C:22]3[O:23][C:24]4[CH:30]=[CH:29][C:28]([C:31]([F:34])([F:33])[F:32])=[CH:27][C:25]=4[CH:26]=3)[CH2:17][CH2:16]2)=[CH:11][CH:10]=1.C(=O)([O-])O.[Na+]>C(O)C>[F:34][C:31]([F:32])([F:33])[C:28]1[CH:29]=[CH:30][C:24]2[O:23][C:22]([CH2:21][CH:18]3[CH2:19][CH2:20][N:15]([C:12]4[CH:13]=[CH:14][C:9]([OH:8])=[CH:10][CH:11]=4)[CH2:16][CH2:17]3)=[CH:26][C:25]=2[CH:27]=1 |f:2.3|. Procedure: 1 N hydrochloric acid was added to an ethanol solution of 1-[4-(tetrahydropyran-2-yloxy)phenyl]-4-(5-trifluoromethylbenzofuran-2-ylmethyl)piperidine (2.3 g) and stirred at 80° C. for 1 hour. After being cooled to room temperature, a saturated sodium hydrogen carbonate aqueous solution was added to the mixture and concentrated under reduced pressure. The residue was subjected to extraction with ethyl acetate. The organic layer was dried over sodium sulfate, and then concentrated under reduced pre... The reactants are C1CCOC1, [H][H], [Na+], [Na+], O=C([O-])[O-], O=S(=O)(O)O, O=C1CCC(C(=O)c2ccc(-c3ccccc3)cc2)N1. The product is O=C1CCC(Cc2ccc(-c3ccccc3)cc2)N1. RXN SMILES: [CH2:34]1[O:35][CH2:36][CH2:37][CH2:38]1.[H:26][H:27].[Na+:28].[Na+:29].[O-:30][C:31](=[O:32])[O-:33].[S:21](=[O:22])(=[O:23])([OH:24])[OH:25].[c:1]1(-[c:15]2[cH:16][cH:17][cH:18][cH:19][cH:20]2)[cH:2][cH:3][c:4]([C:7](=[O:8])[CH:9]2[CH2:10][CH2:11][C:12](=[O:14])[NH:13]2)[cH:5][cH:6]1>>[c:1]1(-[c:15]2[cH:16][cH:17][cH:18][cH:19][cH:20]2)[cH:2][cH:3][c:4]([CH2:7][CH:9]2[CH2:10][CH2:11][C:12](=[O:14])[NH:13]2)[cH:5][cH:6]1. Starting materials: COC(=O)C1=CC=C(C=C1)CN(C)CC1N(CCC1)C(=O)OC(C)(C)C (1,1-dimethylethyl 2-[[[[4-(methoxycarbonyl)phenyl]methyl]methylamino]methyl]-1-pyrrolidinecarboxylate), Cl (HCl). The solvent is ClCCl (dichloromethane). Run at time 4 hour. Product: CN(CC1NCCC1)CC1=CC=C(C(=O)OC)C=C1 (methyl 4-[[methyl(2-pyrrolidinylmethyl)amino]methyl]benzoate), hydrochloride salt. Reaction SMILES: [CH3:1][O:2][C:3]([C:5]1[CH:10]=[CH:9][C:8]([CH2:11][N:12]([CH2:14][CH:15]2[CH2:19][CH2:18][CH2:17][N:16]2C(OC(C)(C)C)=O)[CH3:13])=[CH:7][CH:6]=1)=[O:4].Cl>ClCCl>[CH3:13][N:12]([CH2:11][C:8]1[CH:7]=[CH:6][C:5]([C:3]([O:2][CH3:1])=[O:4])=[CH:10][CH:9]=1)[CH2:14][CH:15]1[CH2:19][CH2:18][CH2:17][NH:16]1. Procedure details: A solution of 1,1-dimethylethyl 2-[[[[4-(methoxycarbonyl)phenyl]methyl]methylamino]methyl]-1-pyrrolidinecarboxylate in dichloromethane was treated with 4 N HCl (2 mL) and stirred at ambient temperature for 4 hours. The reaction was concentrated to give methyl 4-[[methyl(2-pyrrolidinylmethyl)amino]methyl]benzoate as a hydrochloride salt. RXN SMILES: [CH3:41][N:42]([CH3:43])[CH:44]=[O:45].[H-:20].[I:22][CH2:23][CH2:24][O:25][Si:26]([CH:27]([CH3:28])[CH3:29])([CH:30]([CH3:31])[CH3:32])[CH:33]([CH3:34])[CH3:35].[Na+:21].[O:1]1[CH:2]([O:7][CH2:8][c:9]2[cH:10][cH:11][c:12]3[c:13]([cH:19]2)[NH:14][C:15](=[O:18])[CH2:16][O:17]3)[CH2:3][CH2:4][CH2:5][CH2:6]1.[O:36]1[CH2:37][CH2:38][CH2:39][CH2:40]1>>[O:1]1[CH:2]([O:7][CH2:8][c:9]2[cH:10][cH:11][c:12]3[c:13]([cH:19]2)[N:14]([CH2:23][CH2:24][O:25][Si:26]([CH:27]([CH3:28])[CH3:29])([CH:30]([CH3:31])[CH3:32])[CH:33]([CH3:34])[CH3:35])[C:15](=[O:18])[CH2:16][O:17]3)[CH2:3][CH2:4][CH2:5][CH2:6]1. Product: CC(C)[Si](OCCN1C(=O)COc2ccc(COC3CCCCO3)cc21)(C(C)C)C(C)C. Reactants: CN(C)C=O, [H-], CC(C)[Si](OCCI)(C(C)C)C(C)C, [Na+], O=C1COc2ccc(COC3CCCCO3)cc2N1, C1CCOC1.